Dataset: the Open Reaction Database (ORD), a public repository of structured organic reaction records. Task: describe an organic reaction: reactants, conditions, products, and yield Starting materials: FC1=C(C=CC(=C1)CC(=O)O)C1=CC=CC=C1 (2-(2-fluorobiphenyl-4-yl)acetic acid). The solvent is C(CCC)O (n-butanol). Product: FC1=C(C=CC(=C1)CC(=O)OCCCC)C1=CC=CC=C1 (n-butyl 2-(2-fluorobiphenyl-4-yl)acetate). RXN SMILES: [F:1][C:2]1[CH:7]=[C:6]([CH2:8][C:9]([OH:11])=[O:10])[CH:5]=[CH:4][C:3]=1[C:12]1[CH:17]=[CH:16][CH:15]=[CH:14][CH:13]=1>C(O)CCC>[F:1][C:2]1[CH:7]=[C:6]([CH2:8][C:9]([O:11][CH2:7][CH2:2][CH2:3][CH3:4])=[O:10])[CH:5]=[CH:4][C:3]=1[C:12]1[CH:13]=[CH:14][CH:15]=[CH:16][CH:17]=1. Procedure: n-butyl 2-(2-fluorobiphenyl-4-yl)acetate (22) was synthesized from 2-(2-fluorobiphenyl-4-yl)acetic acid and n-butanol according to a similar procedure to the step 1 of Example 15. The 1H NMR spectrum of this substance is shown below. Reactants: CC(C)(C)C(=O)Cl, Nc1nc(Cl)c2cc[nH]c2n1, c1ccncc1. The product is CC(C)(C)C(=O)c1nc(Cl)c2cc[nH]c2n1. Reaction SMILES: [CH3:12][C:13]([C:14](=[O:15])[Cl:16])([CH3:17])[CH3:18].[NH2:1][c:2]1[n:3][c:4]([Cl:11])[c:5]2[c:6]([n:7]1)[nH:8][cH:9][cH:10]2.[cH:19]1[cH:20][cH:21][n:22][cH:23][cH:24]1>>[c:2]1([C:14]([C:13]([CH3:12])([CH3:17])[CH3:18])=[O:15])[n:3][c:4]([Cl:11])[c:5]2[c:6]([n:7]1)[nH:8][cH:9][cH:10]2. Starting materials: CN1CCNCC1, CC1CCN(c2nc(Cl)ncc2[N+](=O)[O-])CC1, CN(C)C=O. Product: CC1CCN(c2nc(N3CCN(C)CC3)ncc2[N+](=O)[O-])CC1. As a reaction SMILES: [CH3:18][N:19]1[CH2:20][CH2:21][NH:22][CH2:23][CH2:24]1.[Cl:1][c:2]1[n:3][cH:4][c:5]([N+:15](=[O:16])[O-:17])[c:6]([N:8]2[CH2:9][CH2:10][CH:11]([CH3:14])[CH2:12][CH2:13]2)[n:7]1.[O:25]=[CH:26][N:27]([CH3:28])[CH3:29]>>[c:2]1([N:22]2[CH2:21][CH2:20][N:19]([CH3:18])[CH2:24][CH2:23]2)[n:3][cH:4][c:5]([N+:15](=[O:16])[O-:17])[c:6]([N:8]2[CH2:9][CH2:10][CH:11]([CH3:14])[CH2:12][CH2:13]2)[n:7]1. Solvent: CN(C=O)C (N,N-dimethylformamide). Reported procedure: tert-Butyl-2-bromoacetate (1.95 g, 10.0 mmol) was added to a mixture of 4-fluorophenol (1.12 g, 10.0 mmol) and NaOH (400 mg, 10.0 mmol) in N,N-dimethylformamide (15 ml) and stirred at room temperature for 17 hours. The reaction was quenched with H2O (50 ml) and extracted by ethyl acetate (50 ml×3). The combined organic phase was washed with H2O (50 ml×4) and brine (50 ml), dried over Na2SO4, filtered and concentrated in vacuo to give tert-butyl 2-(4-fluorophenoxy)acetate (2.16 g, 95%) as yellow ... The reactants are C(C)(C)(C)OC(CBr)=O (tert-Butyl-2-bromoacetate), FC1=CC=C(C=C1)O (4-fluorophenol), [OH-].[Na+] (NaOH). The product is FC1=CC=C(OCC(=O)OC(C)(C)C)C=C1 (tert-butyl 2-(4-fluorophenoxy)acetate). Conditions: time 17 hour. Isolated yield 95.5%. As a reaction SMILES: [C:1]([O:5][C:6](=[O:9])[CH2:7]Br)([CH3:4])([CH3:3])[CH3:2].[F:10][C:11]1[CH:16]=[CH:15][C:14]([OH:17])=[CH:13][CH:12]=1.[OH-].[Na+]>CN(C)C=O>[F:10][C:11]1[CH:16]=[CH:15][C:14]([O:17][CH2:7][C:6]([O:5][C:1]([CH3:4])([CH3:3])[CH3:2])=[O:9])=[CH:13][CH:12]=1 |f:2.3|. Reactants: NC1=NC=C(C=C1)Br (2-amino-5-bromopyridine), BrCC(=O)C1=CC=C(C=C1)C#N (2-bromo-4′-cyanoacetophenone). Yields the product BrC=1C=CC=2N(C1)C=C(N2)C2=CC=C(C#N)C=C2 (4-(6-Bromoimidazo[1,2-a]pyridin-2-yl)benzonitrile). The yield is 83.5%. RXN SMILES: [NH2:1][C:2]1[CH:7]=[CH:6][C:5]([Br:8])=[CH:4][N:3]=1.Br[CH2:10][C:11]([C:13]1[CH:18]=[CH:17][C:16]([C:19]#[N:20])=[CH:15][CH:14]=1)=O>>[Br:8][C:5]1[CH:6]=[CH:7][C:2]2[N:3]([CH:10]=[C:11]([C:13]3[CH:18]=[CH:17][C:16]([C:19]#[N:20])=[CH:15][CH:14]=3)[N:1]=2)[CH:4]=1. Procedure details: The procedure of Referential Example 1 was repeated, except that 2-amino-5-bromopyridine (692 mg) and 2-bromo-4′-cyanoacetophenone (450 mg) were used, to thereby yield the title compound (500 mg). The reactants are CC(=O)OI1(C=2C=CC=CC2C(=O)O1)(OC(=O)C)OC(=O)C (Dess-Martin periodinane), CC1(N=C2C=CC=CC2=C1C)C(=O)N[C@@H](C(C)C)C(=O)NC(CC(=O)OC(C)(C)C)C(COCC1=C(C=CC=C1Cl)Cl)O (N-[(2,3-dimethylindole-2-carbonyl)valinyl]-3-amino-4-hydroxy-5-(2′,6′-dichlorobenzyloxy)pentanoic acid, t-butyl ester). The solvent is CS(=O)C (DMSO). Product: CN1C(=C(C2=CC=CC=C12)C)C(=O)N[C@@H](C(C)C)C(=O)NC(CC(=O)OC(C)(C)C)C(COCC1=C(C=CC=C1Cl)Cl)=O (N-[(1,3-Dimethylindole-2-Carbonyl)Valinyl]-3-Amino-4-Oxo-5-(2′,6′-Dichlorobenzyloxy)Pentanoic Acid, t-Butyl Ester). Isolated yield 86.7%. Reaction SMILES: [CH3:1]C(OI1(OC(C)=O)(OC(C)=O)OC(=O)C2C=CC=CC1=2)=O.C[C:24]1([C:34]([NH:36][C@H:37]([C:41]([NH:43][CH:44]([CH:53]([OH:65])[CH2:54][O:55][CH2:56][C:57]2[C:62]([Cl:63])=[CH:61][CH:60]=[CH:59][C:58]=2[Cl:64])[CH2:45][C:46]([O:48][C:49]([CH3:52])([CH3:51])[CH3:50])=[O:47])=[O:42])[CH:38]([CH3:40])[CH3:39])=[O:35])[C:32]([CH3:33])=[C:31]2[C:26]([CH:27]=[CH:28][CH:29]=[CH:30]2)=[N:25]1>CS(C)=O>[CH3:1][N:25]1[C:26]2[C:31](=[CH:30][CH:29]=[CH:28][CH:27]=2)[C:32]([CH3:33])=[C:24]1[C:34]([NH:36][C@H:37]([C:41]([NH:43][CH:44]([C:53](=[O:65])[CH2:54][O:55][CH2:56][C:57]1[C:62]([Cl:63])=[CH:61][CH:60]=[CH:59][C:58]=1[Cl:64])[CH2:45][C:46]([O:48][C:49]([CH3:50])([CH3:52])[CH3:51])=[O:47])=[O:42])[CH:38]([CH3:39])[CH3:40])=[O:35]. Procedure details: Dess-Martin periodinane (195 mg) was added as a solid to a solution of N-[(2,3-dimethylindole-2-carbonyl)valinyl]-3-amino-4-hydroxy-5-(2′,6′-dichlorobenzyloxy)pentanoic acid, t-butyl ester (96 mg) in DMSO (1.5 ml). The resulting solution was stirred under a nitrogen atmosphere at room temperature for thirty minutes, hen partitioned between EtOAc and water. The organic phase was washed with water 2×) and brine, dried (Na2SO4), and concentrated to give a white solid (83 mg). Flash chromatographic ...